Dataset: the Open Reaction Database (ORD), a public repository of structured organic reaction records. Task: describe an organic reaction: reactants, conditions, products, and yield Reactants: O.O.O.O.O.O.O.O.O.O.S(=O)(=O)([O-])[O-].[Na+].[Na+] (sodium sulfate decahydrate), FC(C=1C=C(C=C(C1)C(F)(F)F)C1(CN(CC1)C1=NC(=C(C(=O)OCC)C=C1)C(F)(F)F)C(F)(F)F)(F)F (Ethyl 6-{3-[3,5-bis(trifluoromethyl)phenyl]-3-(trifluoromethyl)pyrrolidin-1-yl}-2-(trifluoro-methyl)nicotinate), ClCCl (dichloromethane), [H-].C(C(C)C)[Al+]CC(C)C (diisobutyl aluminum hydride). Run in C(C)(=O)OCC (ethyl acetate), CCCCCC (hexane). Run at time 1 hour. The product is FC(C=1C=C(C=C(C1)C(F)(F)F)C1(CN(CC1)C1=CC=C(C(=N1)C(F)(F)F)CO)C(F)(F)F)(F)F ([6-{3-[3,5-bis-(trifluoromethyl)phenyl]-3-(trifluoromethyl)pyrrolidin-1-yl}-2-(trifluoromethyl)pyridin-3-yl]-methanol). The yield is 98.5%. RXN SMILES: [F:1][C:2]([F:38])([F:37])[C:3]1[CH:4]=[C:5]([C:13]2([C:33]([F:36])([F:35])[F:34])[CH2:17][CH2:16][N:15]([C:18]3[CH:28]=[CH:27][C:21]([C:22](OCC)=[O:23])=[C:20]([C:29]([F:32])([F:31])[F:30])[N:19]=3)[CH2:14]2)[CH:6]=[C:7]([C:9]([F:12])([F:11])[F:10])[CH:8]=1.ClCCl.[H-].C([Al+]CC(C)C)C(C)C.O.O.O.O.O.O.O.O.O.O.S([O-])([O-])(=O)=O.[Na+].[Na+]>C(OCC)(=O)C.CCCCCC>[F:12][C:9]([F:10])([F:11])[C:7]1[CH:6]=[C:5]([C:13]2([C:33]([F:34])([F:35])[F:36])[CH2:17][CH2:16][N:15]([C:18]3[N:19]=[C:20]([C:29]([F:30])([F:31])[F:32])[C:21]([CH2:22][OH:23])=[CH:27][CH:28]=3)[CH2:14]2)[CH:4]=[C:3]([C:2]([F:38])([F:37])[F:1])[CH:8]=1 |f:2.3,4.5.6.7.8.9.10.11.12.13.14.15.16|. Reported procedure: Ethyl 6-{3-[3,5-bis(trifluoromethyl)phenyl]-3-(trifluoromethyl)pyrrolidin-1-yl}-2-(trifluoro-methyl)nicotinate (1.7 g) was added to dichloromethane (50 ml). Then, 1.0 mol/l hexane solution (10 ml) of diisobutyl aluminum hydride was added dropwise thereto at −70° C. After continuing the stirring at −70° C. for 30 minutes, ethyl acetate (50 ml) and sodium sulfate decahydrate (3.0 g) were added. After further stirring at room temperature for 1 hour, the reaction liquid was filtered by suction on Ce... The reactants are C(C)OC(=O)N1CCN(CC1)CCCCCCCCCC (1-ethoxycarbonyl-4-decylpiperazine), Cl (hydrochloric acid). Run at time 48 hour. The product is C(CCCCCCCCC)N1CCNCC1 (1-decylpiperazine). Reaction SMILES: C(OC([N:6]1[CH2:11][CH2:10][N:9]([CH2:12][CH2:13][CH2:14][CH2:15][CH2:16][CH2:17][CH2:18][CH2:19][CH2:20][CH3:21])[CH2:8][CH2:7]1)=O)C.Cl>>[CH2:12]([N:9]1[CH2:8][CH2:7][NH:6][CH2:11][CH2:10]1)[CH2:13][CH2:14][CH2:15][CH2:16][CH2:17][CH2:18][CH2:19][CH2:20][CH3:21]. Procedure: 53.4 Grams of 1-ethoxycarbonyl-4-decylpiperazine is combined with 300 ml. of concentrated hydrochloric acid and refluxed with stirring under a nitrogen atmosphere for approximately 48 hours. After cooling to room terperature the solvents are removed under reduced pressure. The resulting solid is suspended in ethanol, filtered, and air-dried to yield 1-decylpiperazine.